This data is from the Open Reaction Database (ORD), a public repository of structured organic reaction records. The task is: describe an organic reaction: reactants, conditions, products, and yield Reactants: Cl (hydrogen chloride), [Si](C)(C)(C(C)(C)C)OCCN(C(=O)C=1C(=NC=NC1Cl)Cl)C=1C=CC(=NC1)OCC(C(=O)OC)(C)C (methyl 3-(5-(N-(2-(tert-butyldimethylsilyloxy)ethyl)-4,6-dichloropyrimidine-5-carboxamido)pyridin-2-yloxy)-2,2-dimethylpropanoate). Solvent: CO (methanol). Reaction conditions: time 30 minute. Product: ClC1=NC=NC(=C1C(=O)N(CCO)C=1C=CC(=NC1)OCC(C(=O)OC)(C)C)Cl (methyl 3-(5-(4,6-dichloro-N-(2-hydroxyethyl)pyrimidine-5-carboxamido)pyridin-2-yloxy)-2,2-dimethylpropanoate). RXN SMILES: Cl.[Si]([O:9][CH2:10][CH2:11][N:12]([C:23]1[CH:24]=[CH:25][C:26]([O:29][CH2:30][C:31]([CH3:37])([CH3:36])[C:32]([O:34][CH3:35])=[O:33])=[N:27][CH:28]=1)[C:13]([C:15]1[C:16]([Cl:22])=[N:17][CH:18]=[N:19][C:20]=1[Cl:21])=[O:14])(C(C)(C)C)(C)C>CO>[Cl:22][C:16]1[C:15]([C:13]([N:12]([C:23]2[CH:24]=[CH:25][C:26]([O:29][CH2:30][C:31]([CH3:36])([CH3:37])[C:32]([O:34][CH3:35])=[O:33])=[N:27][CH:28]=2)[CH2:11][CH2:10][OH:9])=[O:14])=[C:20]([Cl:21])[N:19]=[CH:18][N:17]=1. Procedure: A concentrated aqueous solution of hydrogen chloride (34-37.5%, 0.1 mL) was added at room temperature to a solution of methyl 3-(5-(N-(2-(tert-butyldimethylsilyloxy)ethyl)-4,6-dichloropyrimidine-5-carboxamido)pyridin-2-yloxy)-2,2-dimethylpropanoate B-19 (139.4 mg, 0.25 mmol) in methanol (2.0 mL). The reaction mixture was stirred for 30 mins at room temperature and concentrated to dryness under reduced pressure. The residue was dissolved in ethyl acetate, successively washed with a saturated aque... The product is COC(=O)C(=O)c1ccc(OCCOc2ccc(-c3ccccc3)cc2)cc1. The reactants are CS(=O)(=O)O, COC(=O)C(=O)c1ccc(O)cc1, CN(C)C=O, [H-], [Na+], OCCOc1ccc(-c2ccccc2)cc1. Reaction SMILES: [CH3:16][S:17]([OH:18])(=[O:19])=[O:20].[CH3:1][O:2][C:3]([C:4]([c:5]1[cH:6][cH:7][c:8]([OH:11])[cH:9][cH:10]1)=[O:12])=[O:13].[CH3:37][N:38]([CH3:39])[CH:40]=[O:41].[H-:14].[Na+:15].[c:21]1(-[c:27]2[cH:28][cH:29][c:30]([O:31][CH2:32][CH2:33][OH:34])[cH:35][cH:36]2)[cH:22][cH:23][cH:24][cH:25][cH:26]1>>[CH3:1][O:2][C:3]([C:4]([c:5]1[cH:6][cH:7][c:8]([O:11][CH2:33][CH2:32][O:31][c:30]2[cH:29][cH:28][c:27](-[c:21]3[cH:22][cH:23][cH:24][cH:25][cH:26]3)[cH:36][cH:35]2)[cH:9][cH:10]1)=[O:12])=[O:13].